From a dataset of the Open Reaction Database (ORD), a public repository of structured organic reaction records. describe an organic reaction: reactants, conditions, products, and yield The reactants are C1(OC=CO1)=O (vinylene carbonate), C1(OC(CO1)C=C)=O (vinylethylene carbonate), FC1=CC=CC=C1 (fluorobenzene), phosphazene, LiPF6. Product: C1(OCCO1)=O (ethylene carbonate), C(OC)(OCC)=O (methyl ethyl carbonate). As a reaction SMILES: [C:1]1(=[O:6])[O:5][CH:4]=[CH:3][O:2]1.[C:7]1(=[O:14])[O:11][CH2:10][CH:9]([CH:12]=C)[O:8]1.FC1C=CC=CC=1>>[C:1]1(=[O:6])[O:5][CH2:4][CH2:3][O:2]1.[C:7](=[O:14])([O:8][CH2:9][CH3:12])[O:11][CH3:10]. Procedure: A mixed solvent of ethylene carbonate and methyl ethyl carbonate was prepared at a capacity ratio of 10:30. To the mixed solvent, 2% by weight of vinylene carbonate, 2% by weight of vinylethylene carbonate, 5% by weight of fluorobenzene, and 5% by weight of phosphazene were added, obtaining a mixed solution. LiPF6 was dissolved in this mixed solution at a concentration of 1.5 mol/L, obtaining a non-aqueous electrolyte. Starting materials: ClC=1C=C(C=CC1F)C1=CN=C2N1C=CC(=C2F)C(C)(C)O (2-[3-(3-Chloro-4-fluorophenyl)-8-fluoroimidazo[1,2-α]pyridin-7-yl]-propan-2-ol), ClC=1C=C(C=C(C1)Cl)B(O)O (3,5-dichlorobenzeneboronic acid). Product: ClC=1C=C(C=C(C1)Cl)C1=C(C=CC(=C1)C1=CN=C2N1C=CC(=C2F)C(C)(C)O)F (2-[3-(3′,5′-dichloro-2-fluorobiphenyl-5-yl)-8-fluoroimidazo[1,2-α]pyridin-7-yl]propan-2-ol). Isolated yield 2.0%. As a reaction SMILES: Cl[C:2]1[CH:3]=[C:4]([C:9]2[N:13]3[CH:14]=[CH:15][C:16]([C:19]([OH:22])([CH3:21])[CH3:20])=[C:17]([F:18])[C:12]3=[N:11][CH:10]=2)[CH:5]=[CH:6][C:7]=1[F:8].[Cl:23][C:24]1[CH:25]=[C:26](B(O)O)[CH:27]=[C:28]([Cl:30])[CH:29]=1>>[Cl:23][C:24]1[CH:25]=[C:26]([C:2]2[CH:3]=[C:4]([C:9]3[N:13]4[CH:14]=[CH:15][C:16]([C:19]([OH:22])([CH3:21])[CH3:20])=[C:17]([F:18])[C:12]4=[N:11][CH:10]=3)[CH:5]=[CH:6][C:7]=2[F:8])[CH:27]=[C:28]([Cl:30])[CH:29]=1. Procedure details: 2-[3-(3-Chloro-4-fluorophenyl)-8-fluoroimidazo[1,2-α]pyridin-7-yl]-propan-2-ol and 3,5-dichlorobenzeneboronic acid were coupled in the same way as in Example 30 to give 2-[3-(3′,5′-dichloro-2-fluorobiphenyl-5-yl)-8-fluoroimidazo[1,2-α]pyridin-7-yl]propan-2-ol as an off-white solid (3 mg, 2%): m/z (ES+) 434 [MH+]. Reaction SMILES: [F:1][C:2]1[C:3]([NH:26][C:27]2[CH:32]=[CH:31][C:30]([I:33])=[CH:29][C:28]=2[F:34])=[C:4]([CH:12]=[C:13](/[CH:16]=[N:17]/[O:18][CH2:19][CH2:20][NH:21][C:22](=[O:25])[CH2:23][CH3:24])[C:14]=1[F:15])[C:5]([NH:7][O:8][CH2:9][CH2:10][OH:11])=[O:6].ClC(Cl)C(O)=O.O.C(=O)(O)[O-].[Na+]>C(Cl)Cl>[F:1][C:2]1[C:3]([NH:26][C:27]2[CH:32]=[CH:31][C:30]([I:33])=[CH:29][C:28]=2[F:34])=[C:4]([CH:12]=[C:13]([CH2:16][NH:17][O:18][CH2:19][CH2:20][NH:21][C:22](=[O:25])[CH2:23][CH3:24])[C:14]=1[F:15])[C:5]([NH:7][O:8][CH2:9][CH2:10][OH:11])=[O:6] |f:3.4|. Procedure details: The oxime, (E)-3,4-difluoro-2-(2-fluoro-4-iodo-phenylamino)-N-(2-hydroxy-ethoxy)-5-[(2-propionylamino-ethoxyimino)-methyl]-benzamide (33.0 mg, 51.0 μmol) obtained in Step A was suspended in methylene chloride (1 ml), and dichloroacetic acid (60 ml) and borane-pyridine complex (70 μl) were added thereto at room temperature. The mixture was stirred at room temperature for 2 hours. Water (6 ml) and aqueous sodium bicarbonate (2 ml) were added to the reaction mixture, which was then extracted with m... Yields the product FC=1C(=C(C(=O)NOCCO)C=C(C1F)CNOCCNC(CC)=O)NC1=C(C=C(C=C1)I)F (3,4-difluoro-2-(2-fluoro-4-iodo-phenylamino)-N-(2-hydroxy-ethoxy)-5-[(2-propionylamino-ethoxyamino)-methyl]-benzamide). Run in C(Cl)Cl (methylene chloride). Yield: 71.0%. The reactants are O (Water), C([O-])(O)=O.[Na+] (sodium bicarbonate), oxime, FC=1C(=C(C(=O)NOCCO)C=C(C1F)/C=N/OCCNC(CC)=O)NC1=C(C=C(C=C1)I)F ((E)-3,4-difluoro-2-(2-fluoro-4-iodo-phenylamino)-N-(2-hydroxy-ethoxy)-5-[(2-propionylamino-ethoxyimino)-methyl]-benzamide), ClC(C(=O)O)Cl (dichloroacetic acid). Run at time 2 hour. Reactants: [Se](=O)=O (selenium dioxide), OCC1=C(C(C2=CC=CC=C2)O)C=CC=C1 (2-hydroxymethylbenzhydrol), C(C)(=O)O (acetic acid). Solvent: CC(C)O (2-propanol). Product: C(C1=CC=CC=C1)(=O)C1=C(C=O)C=CC=C1 (2-benzoylbenzaldehyde). Reaction SMILES: [Se](=O)=O.[OH:4][CH2:5][C:6]1[CH:19]=[CH:18][CH:17]=[CH:16][C:7]=1[CH:8]([OH:15])[C:9]1[CH:14]=[CH:13][CH:12]=[CH:11][CH:10]=1.C(O)(=O)C>CC(O)C>[C:8]([C:7]1[CH:16]=[CH:17][CH:18]=[CH:19][C:6]=1[CH:5]=[O:4])(=[O:15])[C:9]1[CH:10]=[CH:11][CH:12]=[CH:13][CH:14]=1. Procedure details: A mixture of 1 g. of selenium dioxide and 1 g. of 2-hydroxymethylbenzhydrol in 5 ml. of acetic acid was refluxed for 41/2 hours. The solution was cooled, filtered from selenium and the filtrate was poured into ice water and made alkaline with sodium hydroxide. Extraction with ether gave a yellow oil to which petroleum ether was added. White prisms were obtained which melted at 64°-67°. Ultraviolet maximum (2-propanol) at 226/7 mμ (ε = 15,750) and 251/2 mμ (ε = 18,500), inflexion at 294 mμ (ε = 2... Run in C(Cl)Cl (CH2Cl2). Yields the product C(C)(C)C=1C=C2C(CC(NC2=CC1)=O)(C)C (6-Isopropyl-4,4-dimethyl-3,4-dihydro-1H-quinolin-2-one). Starting materials: C(C)(C)C1=CC=C(C=C1)NC(C=C(C)C)=O (3-methyl-but-2-enoic acid (4-isopropyl-phenyl)-amide), C(C)(C)C1=CC=C(C=C1)NC(C=C(C)C)=O (3-methyl-but-2-enoic acid (4-isopropyl-phenyl)-amide), [Cl-] (chloride). As a reaction SMILES: [CH:1]([C:4]1[CH:9]=[CH:8][C:7]([NH:10][C:11](=[O:16])[CH:12]=[C:13]([CH3:15])[CH3:14])=[CH:6][CH:5]=1)([CH3:3])[CH3:2].[Cl-]>C(Cl)Cl>[CH:1]([C:4]1[CH:5]=[C:6]2[C:7](=[CH:8][CH:9]=1)[NH:10][C:11](=[O:16])[CH2:12][C:13]2([CH3:14])[CH3:15])([CH3:3])[CH3:2]. Procedure details: To a solution of 3-methyl-but-2-enoic acid (4-isopropyl-phenyl)-amide (Intermediate 1, 8.12 g, 37.4 mmol) in 100 ml of anhydrous CH2Cl2 under argon at 0° C. was slowly added aluninum chloride (20 g, 150 mmol) through a powder addition fumnel. The cooling bath was removed and the mixture was stirred at ambient temperature for 3 hours. The reaction was re-cooled to 0° C. and slowly quenched with ice. The product was extracted with diethyl ether. The organic layer was washed with water, saturated N... Run at time 3 hour. Reactants: C1(=CC=CC=C1)C(CC=O)(C(CC)=O)C1=CC=CC=C1 (3,3-diphenyl-4-oxo-hexanal), C(CC(=O)O)(=O)O (malonic acid). Solvent: N1=CC=CC=C1 (pyridine). Yields the product C1(=CC=CC=C1)C(C=CCC(=O)O)(C(CC)=O)C1=CC=CC=C1 (5,5-diphenyl-6-oxo-3-octenoic acid). Yield: 72.9%. RXN SMILES: [C:1]1([C:7]([C:15]2[CH:20]=[CH:19][CH:18]=[CH:17][CH:16]=2)([C:11](=[O:14])[CH2:12][CH3:13])[CH2:8]C=O)[CH:6]=[CH:5][CH:4]=[CH:3][CH:2]=1.[C:21](O)(=O)[CH2:22][C:23]([OH:25])=[O:24]>N1C=CC=CC=1>[C:1]1([C:7]([C:15]2[CH:20]=[CH:19][CH:18]=[CH:17][CH:16]=2)([C:11](=[O:14])[CH2:12][CH3:13])[CH:8]=[CH:21][CH2:22][C:23]([OH:25])=[O:24])[CH:2]=[CH:3][CH:4]=[CH:5][CH:6]=1. Procedure details: A mixture of 3,3-diphenyl-4-oxo-hexanal (45 mg)[from Example 2], malonic acid (40 mg) and pyridine (1.5 ml) was heated at 80°-90° C. for 18 hours, with stirring. The volatiles were removed in vacuo and the residue was partitioned between water and chloroform (3×). The combined extracts were washed with water and dried (Na2SO4). Rotary evaporation of the solution gave a crude material which was purified by PTLC. Development with hexane/ethyl acetate (2:1) produced two bands. The lower band which ... Reaction SMILES: [C:1]([O:6][CH2:7][CH:8]([O:15][C:16](=[O:20])[CH2:17][CH2:18][CH3:19])[C:9](=[N+]=[N-])[C:10](=[O:12])[CH3:11])(=[O:5])[CH2:2][CH2:3][CH3:4].CC(C)=[O:23].CC1(C)OO1>CC(C)=O>[C:1]([O:6][CH2:7][CH:8]([O:15][C:16](=[O:20])[CH2:17][CH2:18][CH3:19])[C:9](=[O:23])[C:10](=[O:12])[CH3:11])(=[O:5])[CH2:2][CH2:3][CH3:4] |f:1.2|. Procedure details: To a solution of methyl diazo dibutyrate 8 (23 mg, 0.081 mmol) in acetone (1 mL) was added dimethyldioxirane acetone solution (2.5 mL, ca. 0.07-0.09 M). The resulting mixture was stirred for 1 h and solvent and excess reagents were removed under reduced pressure to obtain 20 as bright yellow oil (yield=22 mg, quantitative). Conditions: time 1 hour. Product: C(CCC)(=O)OCC(C(C(C)=O)=O)OC(CCC)=O (3,4-dioxopentane-1,2-diyl dibutyrate). Reactants: C(CCC)(=O)OCC(C(C(C)=O)=[N+]=[N-])OC(CCC)=O (3-diazo-4-oxopentane-1,2-diyl dibutyrate), CC(=O)C.CC1(OO1)C (dimethyldioxirane acetone). Run in CC(=O)C (acetone). Reactants: COC(=O)COC1=NC=CC=C1[N+](=O)[O-] (2-(methoxycarbonyl)methoxy-3-nitropyridine). Reagents/catalysts: [Pt]=O (platinum oxide). Solvent: C(C)O (ethanol). Conditions: time 3 hour. Product: NC=1C(=NC=CC1)OCC(=O)OC (3-amino-2-(methoxycarbonyl)methoxypyridine). The yield is 85.4%. As a reaction SMILES: [CH3:1][O:2][C:3]([CH2:5][O:6][C:7]1[C:12]([N+:13]([O-])=O)=[CH:11][CH:10]=[CH:9][N:8]=1)=[O:4]>[Pt]=O.C(O)C>[NH2:13][C:12]1[C:7]([O:6][CH2:5][C:3]([O:2][CH3:1])=[O:4])=[N:8][CH:9]=[CH:10][CH:11]=1. Procedure: A mixture of 0.3 g of 2-(methoxycarbonyl)methoxy-3-nitropyridine, 20 mg of platinum oxide, and 1.4 ml of ethanol was stirred at room temperature under an atmosphere of hydrogen gas for 3 hours. The gas in the atmosphere on the reaction system was replaced with nitrogen gas, and the reaction mixture was filtered through Celite. The filtrate was concentrated. The residue was subjected to silica gel column chromatography to give 0.22 g of 3-amino-2-(methoxycarbonyl)methoxypyridine. Starting materials: CC1(OCC(CO1)CNC1CCCC1)C (N-[(2,2-dimethyl-1,3-dioxan-5-yl)methyl]cyclopentanamine), ClC1=CC=C(C=N1)S(=O)(=O)Cl (6-chloropyridine-3-sulfonyl chloride), O.NN (hydrazine hydrate). Yields the product C1(CCCC1)N(S(=O)(=O)C=1C=NC(=CC1)NN)CC1COC(OC1)(C)C (N-cyclopentyl-N-[(2,2-dimethyl-1,3-dioxan-5-yl)methyl]-6-hydrazinylpyridine-3-sulfonamide). Reaction SMILES: [CH3:1][C:2]1([CH3:15])[O:7][CH2:6][CH:5]([CH2:8][NH:9][CH:10]2[CH2:14][CH2:13][CH2:12][CH2:11]2)[CH2:4][O:3]1.Cl[C:17]1[N:22]=[CH:21][C:20]([S:23](Cl)(=[O:25])=[O:24])=[CH:19][CH:18]=1.O.[NH2:28][NH2:29]>>[CH:10]1([N:9]([CH2:8][CH:5]2[CH2:4][O:3][C:2]([CH3:15])([CH3:1])[O:7][CH2:6]2)[S:23]([C:20]2[CH:21]=[N:22][C:17]([NH:28][NH2:29])=[CH:18][CH:19]=2)(=[O:25])=[O:24])[CH2:14][CH2:13][CH2:12][CH2:11]1 |f:2.3|. Reported procedure: The compound is prepared according to processes 14.1 and 5.2, starting with N-[(2,2-dimethyl-1,3-dioxan-5-yl)methyl]cyclopentanamine, 6-chloropyridine-3-sulfonyl chloride and hydrazine hydrate. The reactants are CC1=CC=C(C(=N1)[N+](=O)[O-])OCCOC(C)=O (acetic acid 2-(6-methyl-2-nitro-pyridin-3-yloxy)-ethyl ester), BrN1C(CCC1=O)=O (N-bromosuccinimide), CC(C)(C#N)N=NC(C)(C)C#N (AIBN). The solvent is C(Cl)(Cl)(Cl)Cl (CCl4), C(Cl)(Cl)(Cl)Cl (CCl4). Conditions: time 1 hour. Product: BrCC1=CC=C(C(=N1)[N+](=O)[O-])OCCOC(C)=O (Acetic Acid 2-(6-bromomethyl-2-nitro-pyridin-3-yloxy)-ethyl ester). Yield: 36.9%. Reaction SMILES: [CH3:1][C:2]1[N:7]=[C:6]([N+:8]([O-:10])=[O:9])[C:5]([O:11][CH2:12][CH2:13][O:14][C:15](=[O:17])[CH3:16])=[CH:4][CH:3]=1.[Br:18]N1C(=O)CCC1=O.CC(N=NC(C#N)(C)C)(C#N)C>C(Cl)(Cl)(Cl)Cl>[Br:18][CH2:1][C:2]1[N:7]=[C:6]([N+:8]([O-:10])=[O:9])[C:5]([O:11][CH2:12][CH2:13][O:14][C:15](=[O:17])[CH3:16])=[CH:4][CH:3]=1. Reported procedure: To a solution of 2.16 gm (9.0 mmol) of acetic acid 2-(6-methyl-2-nitro-pyridin-3-yloxy)-ethyl ester 94, 1.76 gm (9.9 mmol) of N-bromosuccinimide in 125 mL of CCl4 was added 0.074 gm (44.9 μmol) of AIBN and the reaction was heated to reflux for 1 h. After 1 h a 500 watt sun lamp was used to irradiate the refluxing solution for an additional 4 h. The mixture was poured into 300 mL of CCl4 and washed with water twice (150 mL), saturated brine and the organic layer was dried (anhydrous Na2SO4) and t...